This data is from the Open Reaction Database (ORD), a public repository of structured organic reaction records. The task is: describe an organic reaction: reactants, conditions, products, and yield Starting materials: C(CCC)[Li] (n-butyllithium), O=CCCC(=O)OC (methyl 4-oxobutanoate), [Cl-].COC[P+](C1=CC=CC=C1)(C1=CC=CC=C1)C1=CC=CC=C1 (methoxymethyltriphenylphosphonium chloride), O (water). Run in CCCCCC (hexane), O1CCCC1 (tetrahydrofuran), O1CCCC1 (tetrahydrofuran). Run at temperature -78 celsius. The product is COC=CCCC(=O)OC (Methyl 5-methoxypent-4-enoate). Isolated yield 607.8%. Reaction SMILES: [Cl-].[CH3:2][O:3][CH2:4][P+](C1C=CC=CC=1)(C1C=CC=CC=1)C1C=CC=CC=1.C([Li])CCC.O=[CH:30][CH2:31][CH2:32][C:33]([O:35][CH3:36])=[O:34].O>O1CCCC1.CCCCCC>[CH3:2][O:3][CH:4]=[CH:30][CH2:31][CH2:32][C:33]([O:35][CH3:36])=[O:34] |f:0.1|. Procedure: 34.3 g (0.1 mole) methoxymethyltriphenylphosphonium chloride was suspended in 100 ml dry tetrahydrofuran and cooled to -78° C. under argon. 75 ml (0.1 mole) n-butyllithium solution in hexane was added and the solution allowed to warm to room temperature. After cooling to -78° C. 12.1 g (0.0105 moles) methyl 4-oxobutanoate was added in 50 ml tetrahydrofuran. The solution was allowed to reach room temperature then poured into water and extracted twice with ether. The ether extracts were washed wit...